This data is from the Open Reaction Database (ORD), a public repository of structured organic reaction records. The task is: describe an organic reaction: reactants, conditions, products, and yield Starting materials: ClC=1C=C(C=CC1N1C(=NC(=C1)C(=O)O)CC1=C(C=CC=C1)Cl)C1=CC(=CC=C1)S(=O)(=O)C (1-(3-Chloro-3′-methanesulfonylbiphenyl-4-yl)-2-(2-chlorobenzyl)-1H-imidazole-4-carboxylic acid), C(C(=O)Cl)(=O)Cl (oxalyl chloride), BrC1=CC(=C(C=C1)N1C(=NC(=C1)C(=O)O)C1=C(C=CC=C1)Cl)Cl (1-(4-Bromo-2-chloro-phenyl)-2-(2-chlorophenyl)-1H-imidazole-4-carboxylic acid), C(C)(N)=NO (acetamide oxime), C(=O)([O-])[O-].[K+].[K+] (K2CO3). Reagents/catalysts: CN(C)C=O (DMF). Solvent: C=1(C(=CC=CC1)C)C (xylene), CCOC(=O)C (EtOAc), C(Cl)(Cl)Cl (CHCl3). Conditions: temperature 0 celsius. Product: CS(=O)(=O)C=1C=C(C=CC1)C1=CC=C(C=C1)N1C(=NC(=C1)C1=NC(=NO1)C)CC1=C(C=CC=C1)Cl (5-[1-(3′-methanesulfonyl-biphenyl-4-yl)-2-(2-chlorobenzyl)-1H-imidazol-4-yl]-3-methyl-[1,2,4]oxadiazole). Isolated yield 31.0%. Reaction SMILES: Cl[C:2]1[CH:3]=[C:4]([C:24]2[CH:29]=[CH:28][CH:27]=[C:26]([S:30]([CH3:33])(=[O:32])=[O:31])[CH:25]=2)[CH:5]=[CH:6][C:7]=1[N:8]1[CH:12]=[C:11]([C:13](O)=[O:14])[N:10]=[C:9]1[CH2:16][C:17]1[CH:22]=[CH:21][CH:20]=[CH:19][C:18]=1[Cl:23].BrC1C=CC([N:41]2C=C(C(O)=O)[N:43]=[C:42]2[C:49]2C=CC=CC=2Cl)=C(Cl)C=1.C(Cl)(=O)C(Cl)=O.C(=NO)(N)C.C([O-])([O-])=O.[K+].[K+]>CN(C=O)C.CCOC(C)=O.C1(C)C(C)=CC=CC=1.C(Cl)(Cl)Cl>[CH3:33][S:30]([C:26]1[CH:25]=[C:24]([C:4]2[CH:5]=[CH:6][C:7]([N:8]3[CH:12]=[C:11]([C:13]4[O:14][N:43]=[C:42]([CH3:49])[N:41]=4)[N:10]=[C:9]3[CH2:16][C:17]3[CH:22]=[CH:21][CH:20]=[CH:19][C:18]=3[Cl:23])=[CH:2][CH:3]=2)[CH:29]=[CH:28][CH:27]=1)(=[O:31])=[O:32] |f:4.5.6|. Procedure details: To a 100 mL round bottom flask was added 1-(3-Chloro-3′-methanesulfonylbiphenyl-4-yl)-2-(2-chlorobenzyl)-1H-imidazole-4-carboxylic acid, obtained in a manner similar to that described for 1-(4-Bromo-2-chloro-phenyl)-2-(2-chlorophenyl)-1H-imidazole-4-carboxylic acid in Example BB1 (350 mg, 707 μmol) and anhydrous CHCl3 (15 mL). The reaction solution was cooled to 0° C. prior to addition of oxalyl chloride (310 μL, 3.54 mmol) and 1 drop of anhydrous DMF. The reaction solution was allowed to stir w...